Dataset: the Open Reaction Database (ORD), a public repository of structured organic reaction records. Task: describe an organic reaction: reactants, conditions, products, and yield Starting materials: CC(=O)C(CCC#N)C(C)=O, CCO, [H][H]. The product is CC(=O)C1=C(C)NCCC1. Reaction SMILES: [C:1]([CH3:2])(=[O:3])[CH:4]([CH2:5][CH2:6][C:7]#[N:8])[C:9]([CH3:10])=[O:11].[CH2:14]([OH:15])[CH3:16].[H:12][H:13]>>[C:1]([CH3:2])(=[O:3])[C:4]1=[C:9]([CH3:10])[NH:8][CH2:7][CH2:6][CH2:5]1.